From a dataset of the Open Reaction Database (ORD), a public repository of structured organic reaction records. describe an organic reaction: reactants, conditions, products, and yield Starting materials: [H-].[Al+3].[Li+].[H-].[H-].[H-] (lithium aluminium hydride), C(C)OC(=O)C1(CCCC1)C#N (1-Cyano-cyclopentanecarboxylic acid ethyl ester), O (water). The solvent is O1CCCC1 (tetrahydrofuran). The product is OCC1(CCCC1)C#N (1-hydroxymethyl-cyclopentanecarbonitrile). Isolated yield 5.0%. RXN SMILES: C([O:3][C:4]([C:6]1([C:11]#[N:12])[CH2:10][CH2:9][CH2:8][CH2:7]1)=O)C.[H-].[Al+3].[Li+].[H-].[H-].[H-].O>O1CCCC1>[OH:3][CH2:4][C:6]1([C:11]#[N:12])[CH2:10][CH2:9][CH2:8][CH2:7]1 |f:1.2.3.4.5.6|. Reported procedure: 1-Cyano-cyclopentanecarboxylic acid ethyl ester (2.00 g, 12.0 mmol) was dissolved in anhydrous tetrahydrofuran (5 ml) under nitrogen and lithium aluminium hydride (36 ml, 36 mmoles, 1.0M in THF) was added dropwise at 0° C. After stirring at room temperature for 24 h water was carefully added to the reaction and the product mixture extracted with ethyl acetate (3×50 ml). The organic layers were combined and washed with water (40 ml) and saturated sodium chloride solution (25 ml). The combined org... The reactants are CC(C)(C)N(C([O-])=O)[C@@H](C(=O)NC=1C=NC(=CC1)OC1=CC=CC2=C1C(CO2)(C)C)C (1,1-dimethylethyl[(1R)-2-({6-[(3,3-dimethyl-2,3-dihydro-1-benzofuran-4-yl)oxy]-3-pyridinyl}amino)-1-methyl-2-oxoethyl]carbamate), CC(C)(C)N(C([O-])=O)[C@@H](C(=O)NC=1C=NC(=CC1)OC1=CC=CC2=C1C(CO2)(C)C)C (1,1-dimethylethyl[(1R)-2-({6-[(3,3-dimethyl-2,3-dihydro-1-benzofuran-4-yl)oxy]-3-pyridinyl}amino)-1-methyl-2-oxoethyl]carbamate), C(=O)(C(F)(F)F)O (TFA). Solvent: ClCCl (dichloromethane). Run at time 1.5 hour. Product: CC1(COC2=C1C(=CC=C2)OC2=CC=C(C=N2)NC([C@H](N)C)=O)C (N1-{6-[(3,3-dimethyl-2,3-dihydro-1-benzofuran-4-yl)oxy]-3-pyridinyl}-D-alaninamide). The yield is 119.1%. Reaction SMILES: CC([N:5]([C@H:9]([CH3:31])[C:10]([NH:12][C:13]1[CH:14]=[N:15][C:16]([O:19][C:20]2[C:25]3[C:26]([CH3:30])([CH3:29])[CH2:27][O:28][C:24]=3[CH:23]=[CH:22][CH:21]=2)=[CH:17][CH:18]=1)=[O:11])C(=O)[O-])(C)C.C(O)(C(F)(F)F)=O>ClCCl>[CH3:30][C:26]1([CH3:29])[C:25]2[C:20]([O:19][C:16]3[N:15]=[CH:14][C:13]([NH:12][C:10](=[O:11])[C@@H:9]([CH3:31])[NH2:5])=[CH:18][CH:17]=3)=[CH:21][CH:22]=[CH:23][C:24]=2[O:28][CH2:27]1. Procedure: To a solution of 1,1-dimethylethyl[(1R)-2-({6-[(3,3-dimethyl-2,3-dihydro-1-benzofuran-4-yl)oxy]-3-pyridinyl}amino)-1-methyl-2-oxoethyl]carbamate (Intermediate 60, 35 mg) in dry dichloromethane (3 ml), TFA (0.189 ml, 2.456 mmol) was slowly added at 0° C. and the reaction mixture was stirred for 1.5 hours at room temperature. The solvent and the excess of TFA were evaporated and the residue was purified with an SCX cartridge. The cartridge was washed with 3 CV of methanol, then the compound was ad... Reactants: ClC1(C(C=CC=C1)SCC(F)(F)F)Cl (1,1-dichloro-2,2,2-trifluoroethylthiobenzene), F (hydrogen fluoride), [Sb](Cl)(Cl)(Cl)(Cl)Cl (antimony pentachloride). Run at time 3 hour. The product is ClC1=C(C=CC=C1)SC(C(F)(F)F)F (1-chloro-1,2,2,2-tetrafluoroethylthiobenzene). As a reaction SMILES: [Cl:1][C:2]1(Cl)[CH:7]=[CH:6][CH:5]=[CH:4][CH:3]1[S:8][CH2:9][C:10]([F:13])([F:12])[F:11].[FH:15].[Sb](Cl)(Cl)(Cl)(Cl)Cl>>[Cl:1][C:2]1[CH:7]=[CH:6][CH:5]=[CH:4][C:3]=1[S:8][CH:9]([F:15])[C:10]([F:13])([F:12])[F:11]. Reported procedure: A 500 ml polytetrafluoroethylene reactor equipped with stirrer, thermometer and reflux condenser is charged with 24.7 g (0.094 mol) of 1,1-dichloro-2,2,2-trifluoroethylthiobenzene which are subsequently condensed with 50 g of hydrogen fluoride. 4.2 g (0.014 mol; corresponding to 15 mol%) of antimony pentachloride are added at a temperature of 20° C. The resultant hydrogen chloride is removed from the reactor through the reflux condenser. After 3 hours a further 1.4 g (5 mol%) and after 4 hours a... The reactants are [I-].C(CCC)[N+]1=C(SC=C1C)C (3-butyl-2,4-dimethylthiazol-3-ium iodide), FC(C1=C(C(=O)Cl)C=CC=C1)(F)F (2-(trifluoromethyl)benzoyl chloride). The reagents and catalysts are CN(C)C=1C=CN=CC1 (DMAP). The solvent is C(Cl)Cl (CH2Cl2), CS(=O)C.CO (DMSO MeOH), C(Cl)Cl (CH2Cl2), C(Cl)Cl (CH2Cl2). Run at time 8 hour. Yields the product C(CCC)N1/C(/SC=C1C)=C/C(=O)C1=C(C=CC=C1)C(F)(F)F ((2Z)-2-(3-butyl-4-methyl-1,3-thiazol-2(3H)-ylidene)-1-[2-(trifluoromethyl)phenyl]ethanone). RXN SMILES: [I-].[CH2:2]([N+:6]1[C:10]([CH3:11])=[CH:9][S:8][C:7]=1[CH3:12])[CH2:3][CH2:4][CH3:5].[F:13][C:14]([F:25])([F:24])[C:15]1[CH:23]=[CH:22][CH:21]=[CH:20][C:16]=1[C:17](Cl)=[O:18]>C(Cl)Cl.CN(C1C=CN=CC=1)C.CS(C)=O.CO>[CH2:2]([N:6]1[C:10]([CH3:11])=[CH:9][S:8]/[C:7]/1=[CH:12]\[C:17]([C:16]1[CH:20]=[CH:21][CH:22]=[CH:23][C:15]=1[C:14]([F:13])([F:24])[F:25])=[O:18])[CH2:3][CH2:4][CH3:5] |f:0.1,5.6|. Procedure details: In a 20 mL vial a solution of 3-butyl-2,4-dimethylthiazol-3-ium iodide (47.92 mg, 0.16 mmol) dissolved in CH2Cl2 (0.5 mL) was added, followed by the addition of DMAP (49.24 mg, 0.40 mmol) dissolved in CH2Cl2 (0.8 mL). Then, to the solution was added 2-(trifluoromethyl)benzoyl chloride (33.4 mg, 0.16 mmol) dissolved in CH2Cl2 (0.5 mL). The vial was capped and shaken overnight at room temperature. The residue was dissolved in 1:1 DMSO/MeOH and purified by reverse phase HPLC using a Waters Sunfire ... Starting materials: 2,3-dichloro-4,6-dicyano-1,4-benzoquinone, F[C@H]1C[C@H]2[C@@H]3C[C@@H]([C@](C(COC(C)=O)=O)([C@]3(CC=C2[C@]2(CCC(C=C12)=O)C)C)OC(C)=O)C (6α-fluoro-16β-methyl-17α,21-diacetoxypregna-4,9(11)-diene-3,20-dione). Solvent: O1CCOCC1 (dioxane). The product is F[C@H]1C[C@H]2[C@@H]3C[C@@H]([C@](C(COC(C)=O)=O)([C@]3(CC=C2[C@]2(C=CC(C=C12)=O)C)C)OC(C)=O)C (6α-fluoro-16β-methyl-17α,21-diacetoxypregna-1,4,9(11)-triene-3,20-dione). Reaction SMILES: [F:1][C@@H:2]1[C:25]2[C@:20]([CH3:27])([CH2:21][CH2:22][C:23](=[O:26])[CH:24]=2)[C:19]2[C@H:4]([C@H:5]3[C@:16]([CH3:28])([CH2:17][CH:18]=2)[C@@:8]([O:29][C:30](=[O:32])[CH3:31])([C:9](=[O:15])[CH2:10][O:11][C:12](=[O:14])[CH3:13])[C@@H:7]([CH3:33])[CH2:6]3)[CH2:3]1>O1CCOCC1>[F:1][C@@H:2]1[C:25]2[C@:20]([CH3:27])([CH:21]=[CH:22][C:23](=[O:26])[CH:24]=2)[C:19]2[C@H:4]([C@H:5]3[C@:16]([CH3:28])([CH2:17][CH:18]=2)[C@@:8]([O:29][C:30](=[O:32])[CH3:31])([C:9](=[O:15])[CH2:10][O:11][C:12](=[O:14])[CH3:13])[C@@H:7]([CH3:33])[CH2:6]3)[CH2:3]1. Procedure details: A mixture of 5.0 g of 6α-fluoro-16β-methyl-17α,21-diacetoxypregna-4,9(11)-diene-3,20-dione (prepared according to British Pat. No. 1,403,962), 100 ml of dioxane and 3.5 g of 2,3-dichloro-4,6-dicyano-1,4-benzoquinone is refluxed for 10 hours. The mixture is then cooled, filtered and evaporated to dryness. The residue is dissolved in acetone and this solution is then filtered through 100 g of alumina and concentrated to yield 6α-fluoro-16β-methyl-17α,21-diacetoxypregna-1,4,9(11)-triene-3,20-dione ...